describe an organic reaction: reactants, conditions, products, and yield From a dataset of the Open Reaction Database (ORD), a public repository of structured organic reaction records. The reactants are CC(C)(Cc1c[nH]c2c(O)cccc12)NC(=O)OC(C)(C)C, CN(C)C=O, N#Cc1cccnc1Cl, [H-], [Na+], O. Yields the product CC(C)(Cc1c[nH]c2c(Oc3ncccc3C#N)cccc12)NC(=O)OC(C)(C)C. RXN SMILES: [C:1]([CH3:2])([CH3:3])([CH3:4])[O:5][C:6]([NH:7][C:8]([CH2:9][c:10]1[cH:11][nH:12][c:13]2[c:14]([OH:19])[cH:15][cH:16][cH:17][c:18]12)([CH3:20])[CH3:21])=[O:22].[CH3:35][N:36]([CH3:37])[CH:38]=[O:39].[Cl:25][c:26]1[c:27]([C:28]#[N:29])[cH:30][cH:31][cH:32][n:33]1.[H-:23].[Na+:24].[OH2:34]>>[C:1]([CH3:2])([CH3:3])([CH3:4])[O:5][C:6]([NH:7][C:8]([CH2:9][c:10]1[cH:11][nH:12][c:13]2[c:14]([O:19][c:26]3[c:27]([C:28]#[N:29])[cH:30][cH:31][cH:32][n:33]3)[cH:15][cH:16][cH:17][c:18]12)([CH3:20])[CH3:21])=[O:22].